This data is from the Open Reaction Database (ORD), a public repository of structured organic reaction records. The task is: describe an organic reaction: reactants, conditions, products, and yield Reactants: CC=1NC(=C(C1CC(C)C)C)C(=O)OCC (2,4-Dimethyl-3-isobutyl-5-carbethoxy-pyrrole), C=O (paraformaldehyde). The product is CC=1NC(=C(C1CC(C)C)C)C (2,4,5-trimethyl-3-isobutyl-pyrrole). RXN SMILES: [CH3:1][C:2]1[NH:3][C:4]([C:12](OCC)=O)=[C:5]([CH3:11])[C:6]=1[CH2:7][CH:8]([CH3:10])[CH3:9].C=O>>[CH3:1][C:2]1[NH:3][C:4]([CH3:12])=[C:5]([CH3:11])[C:6]=1[CH2:7][CH:8]([CH3:10])[CH3:9]. Procedure details: 2,4-Dimethyl-3-isobutyl-5-carbethoxy-pyrrole was reductively alkylated with paraformaldehyde to yield 2,4,5-trimethyl-3-isobutyl-pyrrole. ##STR98## As a reaction SMILES: [OH:1][C:2]1[CH:7]=[CH:6][C:5]([CH:8]=[O:9])=[CH:4][C:3]=1[CH:10]=[O:11].[C:12]1([CH2:18][CH2:19][CH2:20][CH2:21][CH2:22][CH2:23]Cl)[CH:17]=[CH:16][CH:15]=[CH:14][CH:13]=1>>[C:12]1([CH2:18][CH2:19][CH2:20][CH2:21][CH2:22][CH2:23][O:1][C:2]2[CH:7]=[CH:6][C:5]([CH:8]=[O:9])=[CH:4][C:3]=2[CH:10]=[O:11])[CH:17]=[CH:16][CH:15]=[CH:14][CH:13]=1. The reactants are OC1=C(C=C(C=C1)C=O)C=O (4-hydroxy-1,3-benzenedicarboxaldehyde), C1(=CC=CC=C1)CCCCCCCl (6-phenylhexyl chloride). Reported procedure: 4-(6-phenylhexyloxy)-1,3-benzenedicarboxaldehyde was prepared from 4-hydroxy-1,3-benzenedicarboxaldehyde and 6-phenylhexyl chloride using the method in Example 1 at a higher reaction temperature of 140° C. Yields the product C1(=CC=CC=C1)CCCCCCOC1=C(C=C(C=C1)C=O)C=O (4-(6-phenylhexyloxy)-1,3-benzenedicarboxaldehyde). The reactants are ClC1=CC=C(C(=N1)CN1CCOCC1)CO ([6-chloro-2-(morpholin-4-ylmethyl)pyridin-3-yl]methanol), NC=1SC(=CC1C(=O)N)C1=C(C=C(C=C1)C(C)(C)O)F (2-amino-5-[2-fluoro-4-(1-hydroxy-1-methylethyl)phenyl]thiophene-3-carboxamide). Yields the product FC1=C(C=CC(=C1)C(C)(C)O)C1=CC(=C(S1)NC1=NC(=C(C=C1)CO)CN1CCOCC1)C(=O)N (5-[2-Fluoro-4-(1-hydroxy-1-methylethyl)phenyl]-2-{[5-(hydroxymethyl)-6-(morpholin-4-ylmethyl)pyridin-2-yl]amino}thiophene-3-carboxamide). As a reaction SMILES: Cl[C:2]1[N:7]=[C:6]([CH2:8][N:9]2[CH2:14][CH2:13][O:12][CH2:11][CH2:10]2)[C:5]([CH2:15][OH:16])=[CH:4][CH:3]=1.[NH2:17][C:18]1[S:19][C:20]([C:26]2[CH:31]=[CH:30][C:29]([C:32]([OH:35])([CH3:34])[CH3:33])=[CH:28][C:27]=2[F:36])=[CH:21][C:22]=1[C:23]([NH2:25])=[O:24]>>[F:36][C:27]1[CH:28]=[C:29]([C:32]([OH:35])([CH3:33])[CH3:34])[CH:30]=[CH:31][C:26]=1[C:20]1[S:19][C:18]([NH:17][C:2]2[CH:3]=[CH:4][C:5]([CH2:15][OH:16])=[C:6]([CH2:8][N:9]3[CH2:14][CH2:13][O:12][CH2:11][CH2:10]3)[N:7]=2)=[C:22]([C:23]([NH2:25])=[O:24])[CH:21]=1. Procedure details: The title compound was prepared according to the procedure described in Example 1 using [6-chloro-2-(morpholin-4-ylmethyl)pyridin-3-yl]methanol (66.0 mg, 0.27 mmol) and 2-amino-5-[2-fluoro-4-(1-hydroxy-1-methylethyl)phenyl]thiophene-3-carboxamide (80 mg, 0.27 mmol) as the starting materials.